The task is: describe an organic reaction: reactants, conditions, products, and yield. This data is from the Open Reaction Database (ORD), a public repository of structured organic reaction records. Starting materials: ClC1=NC=NC2=CC(=CC=C12)C(C)C (4-Chloro-7-isopropylquinazoline), Example 432C, NC=1C=C(C(=O)OC)C=CC1SC1=CC=C(C=C1)NC(=O)OC(C)(C)C (methyl 3-amino-4-(4-(tert-butoxycarbonylamino)phenylthio)benzoate), COC(C1=CC(=C(C=C1)SC1=CC=C(C=C1)NC(=O)OC(C)(C)C)N)=O (3-Amino-4-(4-tert-butoxycarbonylamino-phenylsulfanyl)-benzoic acid methyl ester). The solvent is C(C)O (ethanol). Yields the product C(C)(C)(C)OC(=O)NC1=CC=C(C=C1)SC1=C(C=C(C(=O)OC)C=C1)NC1=NC=NC2=CC(=CC=C12)C(C)C (methyl 4-(4-(tert-butoxycarbonylamino)phenylthio)-3-(7-isopropylquinazolin-4-ylamino)benzoate). The yield is 33.0%. Reaction SMILES: Cl[C:2]1[C:11]2[C:6](=[CH:7][C:8]([CH:12]([CH3:14])[CH3:13])=[CH:9][CH:10]=2)[N:5]=[CH:4][N:3]=1.[NH2:15][C:16]1[CH:17]=[C:18]([CH:23]=[CH:24][C:25]=1[S:26][C:27]1[CH:32]=[CH:31][C:30]([NH:33][C:34]([O:36][C:37]([CH3:40])([CH3:39])[CH3:38])=[O:35])=[CH:29][CH:28]=1)[C:19]([O:21][CH3:22])=[O:20]>C(O)C>[C:37]([O:36][C:34]([NH:33][C:30]1[CH:29]=[CH:28][C:27]([S:26][C:25]2[CH:24]=[CH:23][C:18]([C:19]([O:21][CH3:22])=[O:20])=[CH:17][C:16]=2[NH:15][C:2]2[C:11]3[C:6](=[CH:7][C:8]([CH:12]([CH3:14])[CH3:13])=[CH:9][CH:10]=3)[N:5]=[CH:4][N:3]=2)=[CH:32][CH:31]=1)=[O:35])([CH3:40])([CH3:38])[CH3:39]. Reported procedure: The products of Example 431F (0.572 g, 2.768 mmol) and methyl 3-amino-4-(4-(tert-butoxycarbonylamino)phenylthio)benzoate the product of Example 385C or Example 432C (0.902 g, 2.409 mmol) were reacted in anhydrous ethanol (25 mL) under a nitrogen atmosphere at reflux for 30 minutes. The reaction was cooled and concentrated by rotary evaporation. The residue was dissolved in methylene chloride (50 mL) and washed with saturated aqueous sodium hydrogencarbonate (25 mL) and water (25 mL). The organic...